From a dataset of the Open Reaction Database (ORD), a public repository of structured organic reaction records. describe an organic reaction: reactants, conditions, products, and yield The reactants are BrC1=CC=C(C=C1)OC (4-bromoanisole), ClCC(=O)Cl (chloroacetyl chloride), [Cl-].[Al+3].[Cl-].[Cl-] (aluminium chloride), ice water. The solvent is ClCCl (dichloromethane). Product: BrC=1C=CC(=C(C1)C(CCl)=O)O (1-(5-Bromo-2-hydroxyphenyl)-2-chloroethanone), solid. Yield: 52.0%. RXN SMILES: [Br:1][C:2]1[CH:7]=[CH:6][C:5]([O:8]C)=[CH:4][CH:3]=1.[Cl:10][CH2:11][C:12](Cl)=[O:13].[Cl-].[Al+3].[Cl-].[Cl-]>ClCCl>[Br:1][C:2]1[CH:3]=[CH:4][C:5]([OH:8])=[C:6]([C:12](=[O:13])[CH2:11][Cl:10])[CH:7]=1 |f:2.3.4.5|. Reported procedure: To a solution of 4-bromoanisole (17.4 ml, 138 mmol) in dichloromethane (150 ml) was added chloroacetyl chloride (32 ml, 400 mmol) followed by aluminium chloride (60 g, 450 mmol) keeping the temperature below 30° C. The yellow solution was heated to reflux for 8 hours, cooled down to ambient temperature, then ice water was added very carefully. The organic layer was separated and the aqueous extracted once with dichloromethane. The combined organics were dried (sodium sulphate) then evaporated to... The reactants are O=C([O-])[O-], CCOC(=O)CCCCBr, [Cs+], [Cs+], Oc1ccccc1I. The product is CCOC(=O)CCCCOc1ccccc1I. RXN SMILES: [C:9](=[O:10])([O-:11])[O-:12].[CH2:15]([CH3:16])[O:17][C:18]([CH2:19][CH2:20][CH2:21][CH2:22][Br:23])=[O:24].[Cs+:13].[Cs+:14].[OH:1][c:2]1[cH:3][cH:4][cH:5][cH:6][c:7]1[I:8]>>[O:1]([c:2]1[cH:3][cH:4][cH:5][cH:6][c:7]1[I:8])[CH2:22][CH2:21][CH2:20][CH2:19][C:18]([O:17][CH2:15][CH3:16])=[O:24]. Starting materials: NC1=C2C(=NC=N1)N(N=C2C=2C=CC(=C(C#N)C2)F)C(C)C (5-(4-amino-1-isopropyl-1H-pyrazolo[3,4-d]pyrimidin-3-yl)-2-fluorobenzonitrile), CN(C)C=O (DMF), CC(C)(C)[O-].[K+] (t-BuOK). Reaction conditions: time 8 hour. Product: NC1=C2C(=NC=N1)N(N=C2C2=CC(=C(C#N)C=C2)O)C(C)C (4-(4-amino-1-isopropyl-1H-pyrazolo[3,4-d]pyrimidin-3-yl)-2-hydroxybenzonitrile). As a reaction SMILES: [NH2:1][C:2]1[N:7]=[CH:6][N:5]=[C:4]2[N:8]([CH:20]([CH3:22])[CH3:21])[N:9]=[C:10]([C:11]3C=CC(F)=[C:15]([CH:18]=3)C#N)[C:3]=12.[CH3:23][C:24]([O-:27])(C)[CH3:25].[K+].[CH3:29][N:30](C=O)C>>[NH2:1][C:2]1[N:7]=[CH:6][N:5]=[C:4]2[N:8]([CH:20]([CH3:22])[CH3:21])[N:9]=[C:10]([C:11]3[CH:18]=[CH:15][C:25]([C:29]#[N:30])=[C:24]([OH:27])[CH:23]=3)[C:3]=12 |f:1.2|. Reported procedure: 5-(4-amino-1-isopropyl-1H-pyrazolo[3,4-d]pyrimidin-3-yl)-2-fluorobenzonitrile (BA151, 20 mg, 0.07 mmol) was dissolved in DMF (1 ml). t-BuOK (24 mg, 0.21 mmol) was added and the reaction was stirred at room temperature overnight. Reaction was then heated to 150° C. for 24 hours. The reaction was then concentrated in vacuo and purified by RP-HPLC (MeCN:H2O:0.1% TFA) to yield BA157—2 (7 mg), ESI-MS (M+H)+ m/z calcd 295.1, found 295.4 and BA157—3 (8 mg), ESI-MS (M+H)+ m/z calcd 310.1, found 310.4. Reactants: CO, COC(=O)c1ccc(Nc2ccccc2[N+](=O)[O-])cc1, NN, O. The product is COC(=O)c1ccc(Nc2ccccc2N)cc1. Reaction SMILES: [CH3:24][OH:25].[N+:1]([O-:2])(=[O:3])[c:4]1[c:5]([NH:10][c:11]2[cH:12][cH:13][c:14]([C:15](=[O:16])[O:17][CH3:18])[cH:19][cH:20]2)[cH:6][cH:7][cH:8][cH:9]1.[NH2:22][NH2:23].[OH2:21]>>[NH2:1][c:4]1[c:5]([NH:10][c:11]2[cH:12][cH:13][c:14]([C:15](=[O:16])[O:17][CH3:18])[cH:19][cH:20]2)[cH:6][cH:7][cH:8][cH:9]1. Reactants: ClC1=C(C(=NC2=C(N=CC=C12)C1=C(C=C(C=C1C)C)C)C)CCCl (4-chloro-3-(2-chloroethyl)-8-mesityl-2-methyl[1,7]naphthyridine). The solvent is NC(CC)CC (3-aminopentane). Run at time 8 hour. Yields the product C(C)C(CC)N1CCC=2C(=NC=3C(=NC=CC3C21)C2=C(C=C(C=C2C)C)C)C (1-(1-Ethylpropyl)-6-mesityl-4-methyl-2,3-dihydro-1H-pyrrolo[3,2-c][1,7]naphthyridine). The yield is 198.9%. As a reaction SMILES: Cl[C:2]1[C:11]2[C:6](=[C:7]([C:12]3[C:17]([CH3:18])=[CH:16][C:15]([CH3:19])=[CH:14][C:13]=3[CH3:20])[N:8]=[CH:9][CH:10]=2)[N:5]=[C:4]([CH3:21])[C:3]=1[CH2:22][CH2:23]Cl>NC(CC)CC>[CH2:7]([CH:6]([N:5]1[C:2]2[C:11]3[CH:10]=[CH:9][N:8]=[C:7]([C:12]4[C:17]([CH3:18])=[CH:16][C:15]([CH3:19])=[CH:14][C:13]=4[CH3:20])[C:6]=3[N:5]=[C:4]([CH3:21])[C:3]=2[CH2:22][CH2:23]1)[CH2:11][CH3:10])[CH3:12]. Procedure: A solution of 4-chloro-3-(2-chloroethyl)-8-mesityl-2-methyl[1,7]naphthyridine (100 mg, 0.28 mmol) in 3-aminopentane (5.0 mL) was stirred at 200° C. for six hours in a sealed tube. After overnight, the residue was purified by silica gel column chromatography (30-50% ethyl acetate/hexane), to give the title compound (104 mg) as pale brown crystals. Reported procedure: Into a 250 mL round-bottom flask was placed a solution of 3-(pyridin-4-yl)benzaldehyde (10 g, 54.6 mmol, 1 equiv) in MeOH (200 mL), NaBH3CN (10.33 g, 164 mmol, 3 equiv) and CH3NH2.HCl (18.44 g, 273 mmol, 5 equiv). The mixture was stirred overnight at 60° C. The solvents were removed under reduced pressure. The residue was added to 100 mL of H2O and extracted with 5×200 mL of ethyl acetate. After removal of solvent, the crude product was purified by re-crystallization from ethyl acetate to give 5... Yields the product CNCC1=CC(=CC=C1)C1=CC=NC=C1 (N-methyl-(3-(pyridin-4-yl)phenyl)methylamine). The reactants are N1=CC=C(C=C1)C=1C=C(C=O)C=CC1 (3-(pyridin-4-yl)benzaldehyde), [BH3-]C#N.[Na+] (NaBH3CN), CN.Cl (CH3NH2.HCl). Run at temperature 60 celsius, time 8 hour. The yield is 46.2%. The solvent is CO (MeOH). As a reaction SMILES: [N:1]1[CH:6]=[CH:5][C:4]([C:7]2[CH:8]=[C:9]([CH:12]=[CH:13][CH:14]=2)[CH:10]=O)=[CH:3][CH:2]=1.[BH3-][C:16]#[N:17].[Na+].CN.Cl>CO>[CH3:16][NH:17][CH2:10][C:9]1[CH:12]=[CH:13][CH:14]=[C:7]([C:4]2[CH:5]=[CH:6][N:1]=[CH:2][CH:3]=2)[CH:8]=1 |f:1.2,3.4|. The reactants are BrC=1C=C2C=NN(C2=CC1F)C(C)=O (1-(5-bromo-6-fluoro-indazol-1-yl)ethanone), [OH-].[Na+] (sodium hydroxide). Run in Cl (hydrochloric acid), C(C)(=O)OCC (ethyl acetate), C(C)O (ethanol). Run at time 5 minute. Yields the product BrC=1C=C2C=NNC2=CC1F (5-Bromo-6-fluoro-1H-indazole). Isolated yield 88.7%. As a reaction SMILES: [Br:1][C:2]1[CH:3]=[C:4]2[C:8](=[CH:9][C:10]=1[F:11])[N:7](C(=O)C)[N:6]=[CH:5]2.[OH-].[Na+]>C(O)C.Cl.C(OCC)(=O)C>[Br:1][C:2]1[CH:3]=[C:4]2[C:8](=[CH:9][C:10]=1[F:11])[NH:7][N:6]=[CH:5]2 |f:1.2|. Procedure: To a solution of 22.5 g of 1-(5-bromo-6-fluoro-indazol-1-yl)ethanone in 250 mL of ethanol was added 20.0 mL of 5N sodium hydroxide aqueous solution at room temperature, and stirred at this temperature for 5 minutes. After neutralizing in 5N hydrochloric acid aqueous solution, the solution was diluted with ethyl acetate. The organic layer was successively washed with water and saturated brine, dried over anhydrous magnesium sulfate, and then the solvent was evaporated. The residue was purified an...